Dataset: the Open Reaction Database (ORD), a public repository of structured organic reaction records. Task: describe an organic reaction: reactants, conditions, products, and yield As a reaction SMILES: [NH2:1][CH2:2][CH2:3][CH2:4][CH2:5][C:6]([OH:8])=[O:7].C(=O)([O-])[O-].[Na+].[Na+].Cl[C:16]([O:18][CH2:19][CH:20]1[C:32]2[CH:31]=[CH:30][CH:29]=[CH:28][C:27]=2[C:26]2[C:21]1=[CH:22][CH:23]=[CH:24][CH:25]=2)=[O:17]>O.O1CCCC1>[CH:31]1[C:32]2[CH:20]([CH2:19][O:18][C:16]([NH:1][CH2:2][CH2:3][CH2:4][CH2:5][C:6]([OH:8])=[O:7])=[O:17])[C:21]3[C:26](=[CH:25][CH:24]=[CH:23][CH:22]=3)[C:27]=2[CH:28]=[CH:29][CH:30]=1 |f:1.2.3|. Product: C1=CC=CC=2C3=CC=CC=C3C(C12)COC(=O)NCCCCC(=O)O (N-(9-fluorenylmethoxycarbonyl)-5-amino-pentanoic acid). Reported procedure: A solution of 2.00 g 5-aminopentanoic acid and 3.62 g of sodium carbonate in 30 ml of water was cooled to 0° C. and 4.41 g of 9-fluorenylmethyl chloroformate in 10 ml of tetrahydrofuran was added dropwise. The mixture was allowed to warm to room temperature and stirred for 2 hours. The mixture was then diluted with water and washed with ether. The aqueous solution was cooled to 0° C. and adjusted to pH 2 with 3N hydrochloric acid. The resulting white solid was collected by filtration and dried t... The solvent is O (water), O1CCCC1 (tetrahydrofuran), O (water). Starting materials: NCCCCC(=O)O (5-aminopentanoic acid), C([O-])([O-])=O.[Na+].[Na+] (sodium carbonate), ClC(=O)OCC1C2=CC=CC=C2C=2C=CC=CC12 (9-fluorenylmethyl chloroformate). Reaction conditions: time 2 hour. Starting materials: CS(=O)(=O)OCC (ethyl methanesulfonate), [Li]CCCC (n-BuLi), [Cl-].[NH4+] (ammonium chloride), P(=O)(OCC)(OCC)Cl (diethyl chlorophosphate). The solvent is C1CCOC1 (THF), CCCCCC (hexane). Reaction conditions: time 0.5 hour. The product is C(C)OP(=O)(OCC)CS(=O)(=O)OCC ((Diethoxyphosphinyl)methanesulfonic acid, ethyl ester). Isolated yield 66.8%. RXN SMILES: [CH3:1][S:2]([O:5][CH2:6][CH3:7])(=[O:4])=[O:3].[Li]CCCC.[P:13](Cl)([O:18][CH2:19][CH3:20])([O:15][CH2:16][CH3:17])=[O:14].[Cl-].[NH4+]>C1COCC1.CCCCCC>[CH2:16]([O:15][P:13]([CH2:1][S:2]([O:5][CH2:6][CH3:7])(=[O:4])=[O:3])([O:18][CH2:19][CH3:20])=[O:14])[CH3:17] |f:3.4|. Procedure: A solution of ethyl methanesulfonate (4.27 mL, 40.3 mmol) in 100 mL of dry THF was treated at -78° C. with 19.3 mL (44.4 mmol) of n-BuLi in hexane. After 15 min. diethyl chlorophosphate (3.30 ml, 22.2 mmol) was added. The solution was kept at -78° C. for 0.5 h and allowed to stay at -50° C. for 1 h. Saturated ammonium chloride (75 mL) was added to the solution and the mixture warmed to room temperature. The mixture was concentrated (THF removed), diluted with water and extracted with methylene c... Reactants: C(C)(C)(C)OC(=O)N1CC(C1)OC1=C2CC[C@@H](N(C2=CC=C1C=1C=NN(C1)C1CC1)C(=O)OC)C ((S)-methyl 5-(1-(tert-butoxycarbonyl)azetidin-3-yloxy)-6-(1-cyclopropyl-1H-pyrazol-4-yl)-2-methyl-3,4-dihydroquinoline-1(2H)-carboxylate), FC(C(=O)O)(F)F (trifluoroacetic acid). Reported procedure: (S)-Methyl 5-(azetidin-3-yloxy)-6-(1-cyclopropyl-1H-pyrazol-4-yl)-2-methyl-3,4-dihydroquinoline-1(2H)-carboxylate was prepared by treating a solution of (S)-methyl 5-(1-(tert-butoxycarbonyl)azetidin-3-yloxy)-6-(1-cyclopropyl-1H-pyrazol-4-yl)-2-methyl-3,4-dihydroquinoline-1(2H)-carboxylate in dichloromethane with trifluoroacetic acid according to the procedure outlined in Example 5-1, Step 3. 1H NMR (300 MHz, CD3OD) δ ppm 1.01-1.15 (m, 7H), 1.40-1.58 (m, 1H), 2.15-2.25 (m, 1H), 2.35-2.50 (m, 1H),... Yields the product N1CC(C1)OC1=C2CC[C@@H](N(C2=CC=C1C=1C=NN(C1)C1CC1)C(=O)OC)C ((S)-Methyl 5-(azetidin-3-yloxy)-6-(1-cyclopropyl-1H-pyrazol-4-yl)-2-methyl-3,4-dihydroquinoline-1(2H)-carboxylate). As a reaction SMILES: C(OC([N:8]1[CH2:11][CH:10]([O:12][C:13]2[C:22]([C:23]3[CH:24]=[N:25][N:26]([CH:28]4[CH2:30][CH2:29]4)[CH:27]=3)=[CH:21][CH:20]=[C:19]3[C:14]=2[CH2:15][CH2:16][C@H:17]([CH3:35])[N:18]3[C:31]([O:33][CH3:34])=[O:32])[CH2:9]1)=O)(C)(C)C.FC(F)(F)C(O)=O>ClCCl>[NH:8]1[CH2:9][CH:10]([O:12][C:13]2[C:22]([C:23]3[CH:24]=[N:25][N:26]([CH:28]4[CH2:29][CH2:30]4)[CH:27]=3)=[CH:21][CH:20]=[C:19]3[C:14]=2[CH2:15][CH2:16][C@H:17]([CH3:35])[N:18]3[C:31]([O:33][CH3:34])=[O:32])[CH2:11]1. Solvent: ClCCl (dichloromethane). The reactants are NC(C(=O)OC(C)(C)C)C(C)C (tert-butyl 2-amino-3-methylbutanoate), C(#N)C1=CC(=C(CBr)C=C1)F (4-cyano-2-fluoro-benzyl bromide), C(=O)(O)[O-].[Na+] (NaHCO3), O (Water). Solvent: CN(C)C=O (DMF). Reaction conditions: time 16 hour. Product: C(#N)C1=CC(=C(CNC(C(=O)OC(C)(C)C)C(C)C)C=C1)F (tert-butyl 2-[(4-cyano-2-fluorobenzyl)amino]-3-methylbutanoate). As a reaction SMILES: [NH2:1][CH:2]([CH:10]([CH3:12])[CH3:11])[C:3]([O:5][C:6]([CH3:9])([CH3:8])[CH3:7])=[O:4].[C:13]([C:15]1[CH:22]=[CH:21][C:18]([CH2:19]Br)=[C:17]([F:23])[CH:16]=1)#[N:14].C([O-])(O)=O.[Na+].O>CN(C=O)C>[C:13]([C:15]1[CH:22]=[CH:21][C:18]([CH2:19][NH:1][CH:2]([CH:10]([CH3:12])[CH3:11])[C:3]([O:5][C:6]([CH3:7])([CH3:9])[CH3:8])=[O:4])=[C:17]([F:23])[CH:16]=1)#[N:14] |f:2.3|. Reported procedure: To a stirred solution of tert-butyl 2-amino-3-methylbutanoate (8.5 g, 0.05 mol) in dry DMF (50 mL) under nitrogen, was added 4-cyano-2-fluoro-benzyl bromide (FluoroChem Ltd, 9.4 g, 0.044 mol) and NaHCO3 (10.2 g, 0.12 mol). The resulting mixture was stirred at RT for 16 h. Water (70 mL) was added and the desired product was extracted with ethyl acetate (2×100 mL). The organic layer was washed with water (3×100 mL) and the solvent was dried over Na2SO4 and concentrated under vacuum. The resulted r... The reactants are [Li]CCCC, CON(C)C(=O)c1ccc2c(c1)OCO2, Cc1cccc(C)n1, C1CCOC1. Product: Cc1cccc(CC(=O)c2ccc3c(c2)OCO3)n1. As a reaction SMILES: [CH2:9]([Li:10])[CH2:11][CH2:12][CH3:13].[CH3:14][O:15][N:16]([C:17](=[O:18])[c:19]1[cH:20][c:21]2[c:22]([cH:26][cH:27]1)[O:23][CH2:24][O:25]2)[CH3:28].[CH3:1][c:2]1[n:3][c:4]([CH3:8])[cH:5][cH:6][cH:7]1.[O:29]1[CH2:30][CH2:31][CH2:32][CH2:33]1>>[CH2:1]([c:2]1[n:3][c:4]([CH3:8])[cH:5][cH:6][cH:7]1)[C:17](=[O:18])[c:19]1[cH:20][c:21]2[c:22]([cH:26][cH:27]1)[O:23][CH2:24][O:25]2. Starting materials: C=C1OCC2OC(OC2CO1)(C)C (4-methylene-9,9-di methyl-3,5,8, 10-tetraoxabicyclo[5.3.0]decane), BrCC1OCC2OC(OC2CO1)CC (4-bromomethyl-9-ethyl-3,5,8, 10-tetraoxabicyclo[5.3.0]decane). Yields the product C=C1OCC2OC(OC2CO1)CC (4-Methylene-9 -ethyl-3,5,8, 10-tetraoxabicyclo [5.3.0]decane). Isolated yield 51.0%. RXN SMILES: C=C1OCC2C(OC(C)(C)O2)CO1.Br[CH2:15][CH:16]1[O:25][CH2:24][CH:23]2[CH:19]([O:20][CH:21]([CH2:26][CH3:27])[O:22]2)[CH2:18][O:17]1>>[CH2:15]=[C:16]1[O:17][CH2:18][CH:19]2[CH:23]([O:22][CH:21]([CH2:26][CH3:27])[O:20]2)[CH2:24][O:25]1. Reported procedure: 4-Methylene-9 -ethyl-3,5,8, 10-tetraoxabicyclo [5.3.0]decane was prepared in a similar way to 4-methylene-9,9-di methyl-3,5,8, 10-tetraoxabicyclo[5.3.0]decane starting from 131 mmol (35 g) of 4-bromomethyl-9-ethyl-3,5,8, 10-tetraoxabicyclo[5.3.0]decane, fractional distillation from 65° to 68° C. (0.3 mbar) giving 12.5 g (51% yield). The product is NC1=NC(=NC=C1)CCl (4-amino-2-chloromethylpyrimidine). Conditions: time 4 hour. Starting materials: Cl.ClCC(=N)N (2-chloroacetamidine hydrochloride), N12CCCN=CC2CCCC1 (1,5-diazabicyclo[5,4,0]undec-5-ene), N12CCCN=CC2CCCC1 (1,5-diazabicyclo[5,4,0]undec-5-ene), O (water), C(C)(=O)OCC (ethyl acetate). Run in C(C)#N (acetonitrile), C(C)#N (acetonitrile). Procedure: Solutions of 2-chloroacryloitrile (15.7 g.) in acetronitrile (20 ml.) and 1,5-diazabicyclo[5,4,0]undec-5-ene (27 g.) in acetonitrile (20 ml.) were added simultaneously over 30 minutes to a stirred, ice-cooled solution of 2-chloroacetamidine hydrochloride (19.2 g.) and 1,5-diazabicyclo[5,4,0]undec-5-ene (22.5 g.) in acetonitrile (200 ml.), keeping the temperature below 30° and the mixture stirred a further 4 hours at room temperature after the addition was complete. The resulting mixture was stir... Yield: 67.8%. Reaction SMILES: [N:1]12CCCCC1C=N[CH2:4][CH2:3][CH2:2]2.Cl.[Cl:13][CH2:14][C:15]([NH2:17])=[NH:16].O.C(OCC)(=O)C>C(#N)C>[NH2:1][C:2]1[CH:3]=[CH:4][N:17]=[C:15]([CH2:14][Cl:13])[N:16]=1 |f:1.2|. Reactants: C1CCOC1, CC(C)[N-]C(C)C, CCOC(=O)C1CC(NS(=O)(=O)C2CC2)CC1CC, [Cl-], O=S(=O)(c1ccccc1)N(F)S(=O)(=O)c1ccccc1, [Li+], [NH4+]. The product is CCOC(=O)C1(F)CC(NS(=O)(=O)C2CC2)CC1CC. As a reaction SMILES: [CH2:50]1[O:51][CH2:52][CH2:53][CH2:54]1.[CH3:21][CH:22]([N-:23][CH:24]([CH3:25])[CH3:26])[CH3:27].[CH:1]1([S:4](=[O:5])(=[O:6])[NH:7][CH:8]2[CH2:9][CH:10]([CH2:18][CH3:19])[CH:11]([C:13](=[O:14])[O:15][CH2:16][CH3:17])[CH2:12]2)[CH2:2][CH2:3]1.[Cl-:48].[F:28][N:29]([S:30]([c:31]1[cH:32][cH:33][cH:34][cH:35][cH:36]1)(=[O:37])=[O:38])[S:39]([c:40]1[cH:41][cH:42][cH:43][cH:44][cH:45]1)(=[O:46])=[O:47].[Li+:20].[NH4+:49]>>[CH:1]1([S:4](=[O:5])(=[O:6])[NH:7][CH:8]2[CH2:9][CH:10]([CH2:18][CH3:19])[C:11]([C:13](=[O:14])[O:15][CH2:16][CH3:17])([F:28])[CH2:12]2)[CH2:2][CH2:3]1. Reactants: C(C)(C)(C)OC(=O)N1CCC2(C(N(C(O2)=O)CC2=CC=C(C=C2)OCC(C)C)CC2=CC=C(C=C2)F)CC1 (4-(4-Fluorobenzyl)-3-(4-isobutoxybenzyl)-2-oxo-1-oxa-3,8-diaza-spiro[4.5]decane-8-carboxylic acid tert-butyl ester), spiropiperidine, N1CCOCC1 (morpholine), ClCCCI (1-chloro-3-iodopropane), C([O-])([O-])=O.[K+].[K+] (potassium carbonate), [I-].[Na+] (sodium iodide). Solvent: CN(C)C=O (DMF), C(C)#N (acetonitrile), C(C)#N (acetonitrile), CN(C)C=O (DMF). Run at temperature 50 celsius, time 8 hour. The product is Cl.Cl.FC1=CC=C(CC2N(C(OC23CCN(CC3)CCCN3CCOCC3)=O)CC3=CC=C(C=C3)OCC(C)C)C=C1 (4-(4-Fluorobenzyl)-3-(4-isobutoxybenzyl)-8-(3-morpholin-4-yl-propyl)-1-oxa-3,8-diaza-spiro[4.5]decan-2-one, dihydrochloride). The yield is 59.6%. RXN SMILES: C(OC([N:8]1[CH2:38][CH2:37][C:11]2([O:15][C:14](=[O:16])[N:13]([CH2:17][C:18]3[CH:23]=[CH:22][C:21]([O:24][CH2:25][CH:26]([CH3:28])[CH3:27])=[CH:20][CH:19]=3)[CH:12]2[CH2:29][C:30]2[CH:35]=[CH:34][C:33]([F:36])=[CH:32][CH:31]=2)[CH2:10][CH2:9]1)=O)(C)(C)C.[NH:39]1[CH2:44][CH2:43][O:42][CH2:41][CH2:40]1.[Cl:45][CH2:46][CH2:47][CH2:48]I.C(=O)([O-])[O-].[K+].[K+].[I-].[Na+]>C(#N)C.CN(C=O)C>[ClH:45].[ClH:45].[F:36][C:33]1[CH:32]=[CH:31][C:30]([CH2:29][CH:12]2[C:11]3([CH2:37][CH2:38][N:8]([CH2:46][CH2:47][CH2:48][N:39]4[CH2:44][CH2:43][O:42][CH2:41][CH2:40]4)[CH2:9][CH2:10]3)[O:15][C:14](=[O:16])[N:13]2[CH2:17][C:18]2[CH:23]=[CH:22][C:21]([O:24][CH2:25][CH:26]([CH3:27])[CH3:28])=[CH:20][CH:19]=2)=[CH:35][CH:34]=1 |f:3.4.5,6.7,10.11.12|. Procedure: 69NLS77 (300 mg, 0.57 mmol) was N-BOC deprotected as described in the preparation of 69NLS79-II and dissolved in acetonitrile (3 mL) and DMF (1 mL). To a solution of morpholine (65 μL, 0.74 mmol) in acetonitrile (3 mL) and DMF (1 mL) was added dropwise 1-chloro-3-iodopropane (73 μL, 0.68 mmol) and potassium carbonate (300 mg, 2.17 mmol). The mixture was heated at 50° C. for 3 h before the addition of the solution containing the deprotected spiropiperidine followed by sodium iodide (102 mg, 0.68 ...